This data is from the Open Reaction Database (ORD), a public repository of structured organic reaction records. The task is: describe an organic reaction: reactants, conditions, products, and yield The reactants are ClCCCBr, CCOC(C)=O, CN(C)C=O, [H-], [Na+], O, COc1ccc(O)c(C2(SC)Sc3ccccc3N(C)C2=O)c1. Product: COc1ccc(OCCCCl)c(C2(SC)Sc3ccccc3N(C)C2=O)c1. As a reaction SMILES: [Br:26][CH2:27][CH2:28][CH2:29][Cl:30].[CH3:31][CH2:32][O:33][C:34](=[O:35])[CH3:36].[CH3:37][N:38]([CH3:39])[CH:40]=[O:41].[H-:1].[Na+:2].[OH2:42].[OH:3][c:4]1[c:5]([C:12]2([S:24][CH3:25])[S:13][c:14]3[c:15]([cH:20][cH:21][cH:22][cH:23]3)[N:16]([CH3:19])[C:17]2=[O:18])[cH:6][c:7]([O:10][CH3:11])[cH:8][cH:9]1>>[O:3]([c:4]1[c:5]([C:12]2([S:24][CH3:25])[S:13][c:14]3[c:15]([cH:20][cH:21][cH:22][cH:23]3)[N:16]([CH3:19])[C:17]2=[O:18])[cH:6][c:7]([O:10][CH3:11])[cH:8][cH:9]1)[CH2:27][CH2:28][CH2:29][Cl:30]. The reactants are O=C1OCC2=C(N1)C=CC=C2 (2-oxo-dihydrobenzo[d][1,3]oxazine), [OH-].[Na+] (sodium hydroxide). Run in O (water), C(C)(=O)OC(C)C (isopropyl acetate). Conditions: temperature 45 celsius. Yields the product NC1=C(CO)C=CC=C1 (2-amino-benzyl alcohol). As a reaction SMILES: O=C1[NH:7][C:6]2[CH:8]=[CH:9][CH:10]=[CH:11][C:5]=2[CH2:4][O:3]1.[OH-].[Na+]>C(OC(C)C)(=O)C.O>[NH2:7][C:6]1[CH:8]=[CH:9][CH:10]=[CH:11][C:5]=1[CH2:4][OH:3] |f:1.2|. Reported procedure: The reaction mixture from Stage A was boiled so as to drive off the isopropyl acetate solvent. A solution of 100 g of sodium hydroxide in 100 ml of water was added to the residue, and the whole was refluxed for 2 hours. After cooling to 45° C., the product was extracted with four 270 ml portions of isopropyl acetate. The isopropyl acetate was then distilled off and the product recrystallized from toluene to give 100 g (63% of theoretical) of 97-98% pure 2-amino-benzyl alcohol; m.p. 83°-83.5° C. Reaction SMILES: [N:1]1[CH:6]=[CH:5][CH:4]=[CH:3][C:2]=1[C:7]1[CH:12]=[CH:11][CH:10]=[CH:9][N:8]=1.[CH:13]1([CH2:19]C2C=CN=CC=2)[CH2:18][CH2:17][CH2:16][CH2:15][CH2:14]1>>[CH:13]1([CH2:19][C:4]2[CH:5]=[CH:6][N:1]=[C:2]([C:7]3[CH:12]=[C:11]([CH2:19][CH:13]4[CH2:14][CH2:15][CH2:16][CH2:17][CH2:18]4)[CH:10]=[CH:9][N:8]=3)[CH:3]=2)[CH2:18][CH2:17][CH2:16][CH2:15][CH2:14]1. Reported procedure: The mixture was then cooled to room temperature and hydrolyzed with 50 cc of water. The oil layer was separated, and the aqueous phase was extracted with 50 cc additional xylene. The oil layer and extract were combined and distilled to give 82.4 g of unreacted 4-cyclohexylmethylpyridine (0.47 mole) and 9.0 g (0.03 mole) of 4,4'-di-(cyclohexylmethyl)-2,2'-bipyridyl boiling at 273°-276° C. at 2.5 mm Hg. The yield of 2,2'-bipyridyl product was calculated at 43.3% based on the amount of 4-cyclohexyl... Starting materials: N1=C(C=CC=C1)C1=NC=CC=C1 (2,2'-bipyridyl), C1(CCCCC1)CC1=CC=NC=C1 (4-cyclohexylmethylpyridine). Product: C1(CCCCC1)CC1=CC(=NC=C1)C1=NC=CC(=C1)CC1CCCCC1 (4,4'-di-(cyclohexylmethyl)-2,2'-bipyridyl). Starting materials: CC(=O)O (AcOH), C(=O)([O-])[O-].[Na+].[Na+] (Na2CO3), CCO (EtOH), ClC1=NC2=C(N1[C@H]1[C@H](OC(C)=O)[C@H](OC(C)=O)[C@H](O1)COC(C)=O)C=C(C(=C2)Cl)Cl (2,5,6-Trichloro-1-(2,3,5-tri-O-acetyl-β-D-ribofuranosyl)benzimidazole). The solvent is O (H2O), CO (MeOH). Reaction conditions: time 2 hour. Yields the product ClC1=NC2=C(N1[C@H]1[C@H](O)[C@H](O)[C@H](O1)CO)C=C(C(=C2)Cl)Cl (2,5,6-Trichloro-1-(β-D-ribofuranosyl)benzimidazole). Yield: 67.4%. RXN SMILES: C([O-])([O-])=O.[Na+].[Na+].CCO.[Cl:10][C:11]1[N:15]([C@@H:16]2[O:28][C@H:27]([CH2:29][O:30]C(=O)C)[C@@H:22]([O:23]C(=O)C)[C@H:17]2[O:18]C(=O)C)[C:14]2[CH:34]=[C:35]([Cl:39])[C:36]([Cl:38])=[CH:37][C:13]=2[N:12]=1.CC(O)=O>O.CO>[Cl:10][C:11]1[N:15]([C@@H:16]2[O:28][C@H:27]([CH2:29][OH:30])[C@@H:22]([OH:23])[C@H:17]2[OH:18])[C:14]2[CH:34]=[C:35]([Cl:39])[C:36]([Cl:38])=[CH:37][C:13]=2[N:12]=1 |f:0.1.2|. Procedure: To a solution of Na2CO3 (23.32 g, 220 mmol) in 440 mL of H2O were added successively 2.0 L of EtOH, 2.0 L of MeOH, and 105.5 g (220 mmol) of 42. The reaction mixture was stirred at room temperature for 2 hr. AcOH (26.44 mL 462 mmol) was added and stirring was continued at room temperature for 20 min. The reaction mixture was filtered. The solid product was triturated with H2O (800 mL 20 min), MeOH (500 mL 30 min), and then recrystallized from EtOH/MeOH (1 L/1 L) to give 52.4 g of 45 as white cry... The reactants are O=C([O-])[O-], C1COCCO1, COCCN1CCC(n2cc(B3OC(C)(C)C(C)(C)O3)cn2)CC1, Nc1ncc(I)c2cc(-c3cccc4cnccc34)oc12, [K+], [K+], O, Cl[Pd]Cl. The product is COCCN1CCC(n2cc(-c3cnc(N)c4oc(-c5cccc6cnccc56)cc34)cn2)CC1. Reaction SMILES: [C:46](=[O:47])([O-:48])[O-:49].[CH2:52]1[O:53][CH2:54][CH2:55][O:56][CH2:57]1.[CH3:1][O:2][CH2:3][CH2:4][N:5]1[CH2:6][CH2:7][CH:8]([n:11]2[n:12][cH:13][c:14]([B:16]3[O:17][C:18]([CH3:19])([CH3:20])[C:21]([CH3:22])([CH3:23])[O:24]3)[cH:15]2)[CH2:9][CH2:10]1.[I:25][c:26]1[c:27]2[c:28]([c:29]([NH2:32])[n:30][cH:31]1)[o:33][c:34](-[c:36]1[c:37]3[cH:38][cH:39][n:40][cH:41][c:42]3[cH:43][cH:44][cH:45]1)[cH:35]2.[K+:50].[K+:51].[OH2:58].[Pd:59]([Cl:60])[Cl:61]>>[CH3:1][O:2][CH2:3][CH2:4][N:5]1[CH2:6][CH2:7][CH:8]([n:11]2[n:12][cH:13][c:14](-[c:26]3[c:27]4[c:28]([c:29]([NH2:32])[n:30][cH:31]3)[o:33][c:34](-[c:36]3[c:37]5[cH:38][cH:39][n:40][cH:41][c:42]5[cH:43][cH:44][cH:45]3)[cH:35]4)[cH:15]2)[CH2:9][CH2:10]1.